From a dataset of the Open Reaction Database (ORD), a public repository of structured organic reaction records. describe an organic reaction: reactants, conditions, products, and yield The reactants are CC1(NC(N(C1=O)[C@H](C(=O)OC(C)(C)C)CC(C)C)=O)C (tert-butyl (S)-2-(4,4-dimethyl-2,5-dioxoimidazolidin-1-yl)-2-(2-methylpropyl)acetate), amino, ClCC1=CC=C(C=C1)C=CC1=CC=CC=C1 (4-chloromethylstilbene), N[C@@H](CC(=O)OC(C)(C)C)C (tert-butyl (R)-3-amino-3-methylpropionate). Product: CC1(N(C(N(C1=O)[C@H](C(=O)N[C@@H](CC(=O)O)C)CC(C)C)=O)CC1=CC=C(C=C1)C=CC1=CC=CC=C1)C ((R)-3-((S)-2-(4,4-Dimethyl-3-(4-styrylbenzyl)-2,5-dioxoimidazolidin-1-yl)-2-(2-methylpropyl)acetylamino)-3-methylpropionic Acid). Reaction SMILES: [CH3:1][C:2]1([CH3:21])[C:6](=[O:7])[N:5]([C@@H:8]([CH2:16][CH:17]([CH3:19])[CH3:18])[C:9]([O:11]C(C)(C)C)=O)[C:4](=[O:20])[NH:3]1.Cl[CH2:23][C:24]1[CH:29]=[CH:28][C:27]([CH:30]=[CH:31][C:32]2[CH:37]=[CH:36][CH:35]=[CH:34][CH:33]=2)=[CH:26][CH:25]=1.[NH2:38][C@H:39]([CH3:48])[CH2:40][C:41]([O:43]C(C)(C)C)=[O:42]>>[CH3:21][C:2]1([CH3:1])[C:6](=[O:7])[N:5]([C@@H:8]([CH2:16][CH:17]([CH3:18])[CH3:19])[C:9]([NH:38][C@H:39]([CH3:48])[CH2:40][C:41]([OH:43])=[O:42])=[O:11])[C:4](=[O:20])[N:3]1[CH2:23][C:24]1[CH:29]=[CH:28][C:27]([CH:30]=[CH:31][C:32]2[CH:37]=[CH:36][CH:35]=[CH:34][CH:33]=2)=[CH:26][CH:25]=1. Reported procedure: The compound was prepared according to the general preparation processes, steps A, B, D, E and J. In step D, tert-butyl (S)-2-(4,4-dimethyl-2,5-dioxoimidazolidin-1-yl)-2-(2-methylpropyl)acetate was alkylated with 4-chloromethylstilbene. In step J, tert-butyl (R)-3-amino-3-methylpropionate was employed as an amino compound. The reactants are FC1=C(C#N)C=C(C=C1)F (2,5-difluorobenzonitrile), C(C)(=S)N (thioacetamide). The solvent is CN(C=O)C (dimethylformamide). Conditions: temperature 100 celsius, time 48 hour. Product: FC1=C(C=C(C=C1)F)C(N)=S (2,5-difluorobenzenecarbothioamide). The yield is 86.7%. As a reaction SMILES: [F:1][C:2]1[CH:9]=[CH:8][C:7]([F:10])=[CH:6][C:3]=1[C:4]#[N:5].C(N)(=[S:13])C>CN(C)C=O>[F:1][C:2]1[CH:9]=[CH:8][C:7]([F:10])=[CH:6][C:3]=1[C:4](=[S:13])[NH2:5]. Reported procedure: 10 g (71.9 mmol) of 2,5-difluorobenzonitrile and 16.2 g (215.7 mmol; 3 equivalents) of thioacetamide are dissolved in 80 ml of dimethylformamide containing 10% hydrochloric acid. The reaction mixture is maintained under stirring at 100° C. for 48 hours. After returning to ambient temperature, the reaction mixture is poured onto ice and insoluble material is filtered out. The mother liquors are extracted with 3 times 80 ml of ethyl acetate and the organic phases are washed with twice 50 ml of wat... The reactants are COC(=O)c1ccc(C(=O)N2CCN(c3ncccc3NC(C)C)CC2)cc1, CCO, CC#N, NCCN1CCOCC1, O. Reaction SMILES: [CH3:1][O:2][C:3]([c:4]1[cH:5][cH:6][c:7]([C:10](=[O:11])[N:12]2[CH2:13][CH2:14][N:15]([c:18]3[n:19][cH:20][cH:21][cH:22][c:23]3[NH:24][CH:25]([CH3:26])[CH3:27])[CH2:16][CH2:17]2)[cH:8][cH:9]1)=[O:28].[CH3:39][CH2:40][OH:41].[CH3:42][C:43]#[N:44].[NH2:29][CH2:30][CH2:31][N:32]1[CH2:33][CH2:34][O:35][CH2:36][CH2:37]1.[OH2:38]>>[C:3]([c:4]1[cH:5][cH:6][c:7]([C:10](=[O:11])[N:12]2[CH2:13][CH2:14][N:15]([c:18]3[n:19][cH:20][cH:21][cH:22][c:23]3[NH:24][CH:25]([CH3:26])[CH3:27])[CH2:16][CH2:17]2)[cH:8][cH:9]1)(=[O:28])[NH:29][CH2:30][CH2:31][N:32]1[CH2:33][CH2:34][O:35][CH2:36][CH2:37]1. Product: CC(C)Nc1cccnc1N1CCN(C(=O)c2ccc(C(=O)NCCN3CCOCC3)cc2)CC1. Starting materials: BrC1=CC=C(C=C1)Br (1,4-dibromo-benzene), C(C)OP(OCC)OCC (triethyl-phosphite). Reagents/catalysts: Cl[Ni]Cl (NiCl2). Run at temperature 170 celsius, time 2 hour. Product: C(C)OP(OCC)(=O)C1=CC=C(C=C1)P(OCC)(=O)OCC (1,4-benzene-diphosphonic acid tetra-ethyl ester). Yield: 41.4%. Reaction SMILES: Br[C:2]1[CH:7]=[CH:6][C:5](Br)=[CH:4][CH:3]=1.C([O:11][P:12]([O:16][CH2:17][CH3:18])[O:13][CH2:14][CH3:15])C>Cl[Ni]Cl>[CH2:14]([O:13][P:12]([C:2]1[CH:7]=[CH:6][C:5]([P:12]([O:13][CH2:14][CH3:15])(=[O:11])[O:16][CH2:17][CH3:18])=[CH:4][CH:3]=1)(=[O:11])[O:16][CH2:17][CH3:18])[CH3:15]. Procedure: 10 g (42 mmoles) of 1,4-dibromo-benzene and 600 mg of anhydrous NiCl2 are placed in a two-necked 250 ml flask which has a cooler, dripper funnel and magnetic agitation. 17.6 ml (100 mmoles) of triethyl-phosphite are added to the mixture dropwise and heated to 170° C. in an oil bath. The mixture is left under agitation at 170° C. for 2 hours, it is then cooled to 100° C. and subjected to vacuum distillation (1 mm Hg) to eliminate the excess triethyl-phosphite. The residue solubilized in 10 ml of ...